This data is from the Open Reaction Database (ORD), a public repository of structured organic reaction records. The task is: describe an organic reaction: reactants, conditions, products, and yield The reactants are O=C([O-])[O-], CN(C)C=O, CCOC(C)=O, NC(=O)C(F)(F)C1(c2ccc(Cl)cc2Cl)CO1, Cl, [K+], [K+], O, c1nc[nH]n1. Yields the product NC(=O)C(F)(F)C(O)(Cn1cncn1)c1ccc(Cl)cc1Cl. As a reaction SMILES: [C:18](=[O:19])([O-:20])[O-:21].[CH3:30][N:31]([CH3:32])[CH:33]=[O:34].[CH3:36][CH2:37][O:38][C:39](=[O:40])[CH3:41].[Cl:1][c:2]1[c:3]([C:9]2([C:10]([C:11](=[O:12])[NH2:13])([F:14])[F:15])[CH2:16][O:17]2)[cH:4][cH:5][c:6]([Cl:8])[cH:7]1.[ClH:29].[K+:22].[K+:23].[OH2:35].[nH:24]1[n:25][cH:26][n:27][cH:28]1>>[Cl:1][c:2]1[c:3]([C:9]([C:10]([C:11](=[O:12])[NH2:13])([F:14])[F:15])([CH2:16][n:24]2[n:25][cH:26][n:27][cH:28]2)[OH:17])[cH:4][cH:5][c:6]([Cl:8])[cH:7]1. Reactants: ClC=1C=C(C(NC1C(C(C(F)(F)F)(F)F)(F)F)=O)C(=O)O (5-chloro-6-(heptafluoropropyl)-2-oxo-1,2-dihydropyridine-3-carboxylic acid), C1=CN(C=N1)C(=O)N2C=CN=C2 (N,N-carbonyldiimidazole), C(C)NCC (diethylamine). Solvent: O1CCCC1 (tetrahydrofuran). Conditions: time 30 minute. Yields the product ClC=1C=C(C(NC1C(C(C(F)(F)F)(F)F)(F)F)=O)C(=O)N(CC)CC (5-Chloro-N,N-diethyl-6-(heptafluoropropyl)-2-oxo-1,2-dihydropyridine-3-carboxamide). Reaction SMILES: [Cl:1][C:2]1[CH:3]=[C:4]([C:19](O)=[O:20])[C:5](=[O:18])[NH:6][C:7]=1[C:8]([F:17])([F:16])[C:9]([F:15])([F:14])[C:10]([F:13])([F:12])[F:11].C1N=CN(C(N2C=NC=C2)=O)C=1.[CH2:34]([NH:36][CH2:37][CH3:38])[CH3:35]>O1CCCC1>[Cl:1][C:2]1[CH:3]=[C:4]([C:19]([N:36]([CH2:37][CH3:38])[CH2:34][CH3:35])=[O:20])[C:5](=[O:18])[NH:6][C:7]=1[C:8]([F:16])([F:17])[C:9]([F:15])([F:14])[C:10]([F:13])([F:12])[F:11]. Procedure: After dissolution of 355 mg (1.04 mmol) of 5-chloro-6-(heptafluoropropyl)-2-oxo-1,2-dihydropyridine-3-carboxylic acid in 30 ml tetrahydrofuran and addition of 337 mg (2.08 mmol) of N,N-carbonyldiimidazole, the mixture was stirred initially at room temperature for 30 min and then under reflux for 30 min. 152 mg (0.22 ml, 2.08 mmol) of diethylamine were then added, and the mixture was heated under reflux for a further 2 h. The solution was evaporated to dryness and then taken up in dichloromethane... Reactants: CC(=O)c1ccc(S(=O)(=O)Nc2cc(C)on2)cc1, Nc1ccc(C(F)(F)F)cn1. Yields the product CC(=O)c1ccc(S(=O)(=O)Nc2ccc(C(F)(F)F)cn2)cc1. As a reaction SMILES: [C:1]([CH3:2])(=[O:3])[c:4]1[cH:5][cH:6][c:7]([S:10](=[O:11])(=[O:12])[NH:13][c:14]2[cH:15][c:16]([CH3:17])[o:18][n:19]2)[cH:8][cH:9]1.[NH2:20][c:21]1[n:22][cH:23][c:24]([C:27]([F:28])([F:29])[F:30])[cH:25][cH:26]1>>[C:1]([CH3:2])(=[O:3])[c:4]1[cH:5][cH:6][c:7]([S:10](=[O:11])(=[O:12])[NH:20][c:21]2[n:22][cH:23][c:24]([C:27]([F:28])([F:29])[F:30])[cH:25][cH:26]2)[cH:8][cH:9]1.